From a dataset of the Open Reaction Database (ORD), a public repository of structured organic reaction records. describe an organic reaction: reactants, conditions, products, and yield Procedure details: Water (2.5 ml), concentrated aqueous hydrogen chloride solution (1.17 ml) and sodium nitrate (297 mg) were added to a solution of ethyl 3-(4-hydroxyphenyl)-2-phenoxypropionate (1.00 g), which is the product of Reference example 4(c), in a mixture of dichloromethane (4.0 ml) and diethyl ether (8.0 ml) at ambient temperature. The mixture was stirred for 2.5 hours at the same temperature and allowed to stand for 14 hours. The reaction mixture was partitioned between ethyl acetate and water. The eth... Reaction SMILES: O.Cl.[N+:3]([O-:6])([O-])=[O:4].[Na+].[OH:8][C:9]1[CH:14]=[CH:13][C:12]([CH2:15][CH:16]([O:22][C:23]2[CH:28]=[CH:27][CH:26]=[CH:25][CH:24]=2)[C:17]([O:19][CH2:20][CH3:21])=[O:18])=[CH:11][CH:10]=1>ClCCl.C(OCC)C>[OH:8][C:9]1[CH:10]=[CH:11][C:12]([CH2:15][CH:16]([O:22][C:23]2[CH:24]=[CH:25][CH:26]=[CH:27][CH:28]=2)[C:17]([O:19][CH2:20][CH3:21])=[O:18])=[CH:13][C:14]=1[N+:3]([O-:6])=[O:4] |f:2.3|. Isolated yield 80.8%. Yields the product OC1=C(C=C(C=C1)CC(C(=O)OCC)OC1=CC=CC=C1)[N+](=O)[O-] (Ethyl 3-(4-hydroxy-3-nitrophenyl)-2-phenoxypropionate). The solvent is ClCCl (dichloromethane), C(C)OCC (diethyl ether). Starting materials: O (Water), Cl (hydrogen chloride), [N+](=O)([O-])[O-].[Na+] (sodium nitrate), OC1=CC=C(C=C1)CC(C(=O)OCC)OC1=CC=CC=C1 (ethyl 3-(4-hydroxyphenyl)-2-phenoxypropionate). Conditions: time 2.5 hour. The reactants are [Al+3], CSSC, [Cl-], [Cl-], [Cl-], ClCCl, COc1ccc(Cn2c(-c3ccccc3)nc(Cl)c2CC(=O)O)cc1C. Product: Cc1cc(Cn2c(-c3ccccc3)nc(Cl)c2CC(=O)O)ccc1O. Reaction SMILES: [Al+3:2].[CH3:5][S:6][S:7][CH3:8].[Cl-:1].[Cl-:3].[Cl-:4].[Cl:35][CH2:36][Cl:37].[Cl:9][c:10]1[n:11][c:12](-[c:29]2[cH:30][cH:31][cH:32][cH:33][cH:34]2)[n:13]([CH2:19][c:20]2[cH:21][c:22]([CH3:28])[c:23]([O:26][CH3:27])[cH:24][cH:25]2)[c:14]1[CH2:15][C:16](=[O:17])[OH:18]>>[Cl:9][c:10]1[n:11][c:12](-[c:29]2[cH:30][cH:31][cH:32][cH:33][cH:34]2)[n:13]([CH2:19][c:20]2[cH:21][c:22]([CH3:28])[c:23]([OH:26])[cH:24][cH:25]2)[c:14]1[CH2:15][C:16](=[O:17])[OH:18].